Task: describe an organic reaction: reactants, conditions, products, and yield. Dataset: the Open Reaction Database (ORD), a public repository of structured organic reaction records The reactants are CO, Cn1cc(C=CC(=O)O)c([N+](=O)[O-])n1, [Cl-]. Product: COC(=O)C=Cc1cn(C)nc1[N+](=O)[O-]. RXN SMILES: [CH3:16][OH:17].[CH3:2][n:3]1[n:4][c:5]([N+:13](=[O:14])[O-:15])[c:6]([CH:8]=[CH:9][C:10](=[O:11])[OH:12])[cH:7]1.[Cl-:1]>>[CH3:2][n:3]1[n:4][c:5]([N+:13](=[O:14])[O-:15])[c:6]([CH:8]=[CH:9][C:10](=[O:11])[O:12][CH3:16])[cH:7]1. Reactants: BrC=1N=C2C(=NC1)N(C=C2C(=O)NC(C)C)COCC[Si](C)(C)C (2-Bromo-N-isopropyl-5-((2-(trimethylsilyl)ethoxy)methyl)-5H-pyrrolo[2,3-b]pyrazine-7-carboxamide), ClC=1C=C(OC=2C=C3C(=NN(C3=CC2)C)[Sn](CCCC)(CCCC)CCCC)C=CC1 (5-(3-chlorophenoxy)-1-methyl-3-(tributylstannyl)-1H-indazole). The reagents and catalysts are C=1C=CC(=CC1)[P](C=2C=CC=CC2)(C=3C=CC=CC3)[Pd]([P](C=4C=CC=CC4)(C=5C=CC=CC5)C=6C=CC=CC6)([P](C=7C=CC=CC7)(C=8C=CC=CC8)C=9C=CC=CC9)[P](C=1C=CC=CC1)(C=1C=CC=CC1)C=1C=CC=CC1 (tetrakis(triphenylphosphine)palladium), [Cu]I (CuI). The solvent is CN(C)C=O (DMF). Reaction conditions: temperature 90 celsius, time 2.5 hour. Product: ClC=1C=C(OC=2C=C3C(=NN(C3=CC2)C)C=2N=C3C(=NC2)N(C=C3C(=O)NC(C)C)COCC[Si](C)(C)C)C=CC1 (2-(5-(3-chlorophenoxy)-1-methyl-1H-indazol-3-yl)-N-isopropyl-5-((2-(trimethylsilyl)ethoxy)methyl)-5H-pyrrolo[2,3-b]pyrazine-7-carboxamide). Yield: 76.4%. RXN SMILES: Br[C:2]1[N:3]=[C:4]2[C:10]([C:11]([NH:13][CH:14]([CH3:16])[CH3:15])=[O:12])=[CH:9][N:8]([CH2:17][O:18][CH2:19][CH2:20][Si:21]([CH3:24])([CH3:23])[CH3:22])[C:5]2=[N:6][CH:7]=1.[Cl:25][C:26]1[CH:27]=[C:28]([CH:53]=[CH:54][CH:55]=1)[O:29][C:30]1[CH:31]=[C:32]2[C:36](=[CH:37][CH:38]=1)[N:35]([CH3:39])[N:34]=[C:33]2[Sn](CCCC)(CCCC)CCCC>CN(C=O)C.C1C=CC([P]([Pd]([P](C2C=CC=CC=2)(C2C=CC=CC=2)C2C=CC=CC=2)([P](C2C=CC=CC=2)(C2C=CC=CC=2)C2C=CC=CC=2)[P](C2C=CC=CC=2)(C2C=CC=CC=2)C2C=CC=CC=2)(C2C=CC=CC=2)C2C=CC=CC=2)=CC=1.[Cu]I>[Cl:25][C:26]1[CH:27]=[C:28]([CH:53]=[CH:54][CH:55]=1)[O:29][C:30]1[CH:31]=[C:32]2[C:36](=[CH:37][CH:38]=1)[N:35]([CH3:39])[N:34]=[C:33]2[C:2]1[N:3]=[C:4]2[C:10]([C:11]([NH:13][CH:14]([CH3:16])[CH3:15])=[O:12])=[CH:9][N:8]([CH2:17][O:18][CH2:19][CH2:20][Si:21]([CH3:24])([CH3:23])[CH3:22])[C:5]2=[N:6][CH:7]=1 |^1:64,66,85,104|. Reported procedure: 2-Bromo-N-isopropyl-5-((2-(trimethylsilyl)ethoxy)methyl)-5H-pyrrolo[2,3-b]pyrazine-7-carboxamide (103 mg, 250 μmol) and 5-(3-chlorophenoxy)-1-methyl-3-(tributylstannyl)-1H-indazole (219 mg, 400 μmol.6) were dissolved in DMF (2.5 mL) under argon, tetrakis(triphenylphosphine)palladium (0) (14.4 mg, 12.5 μmol) and CuI (9.52 mg, 50.0 μmol, Eq: 0.20) were added and the mixture sonicated for 5 min with bubbling argon. The reaction mixture was stirred at 90° C. (oil bath temperature) for 2.5 h. The rea... Starting materials: N([C@@H](CC(C)C)C(=O)N[C@@H](CC(C)C)C(=O)N[C@@H](C)C(=O)N[C@@H](CCC(N)=O)C(=O)O)C(=O)OCC1=CC=CC=C1 (Z-Leu-Leu-Ala-Gln-OH), C(C)(=O)O (acetic acid), Br (hydrogen bromide). Solvent: CCOCC (ether). Conditions: time 1 hour. Product: N[C@@H](CC(C)C)C(=O)N[C@@H](CC(C)C)C(=O)N[C@@H](C)C(=O)N[C@@H](CCC(N)=O)C(=O)O (H-Leu-Leu-Ala-Gln-OH). RXN SMILES: [NH:1](C(OCC1C=CC=CC=1)=O)[C@H:2]([C:7]([NH:9][C@H:10]([C:15]([NH:17][C@H:18]([C:20]([NH:22][C@H:23]([C:29]([OH:31])=[O:30])[CH2:24][CH2:25][C:26](=[O:28])[NH2:27])=[O:21])[CH3:19])=[O:16])[CH2:11][CH:12]([CH3:14])[CH3:13])=[O:8])[CH2:3][CH:4]([CH3:6])[CH3:5].C(O)(=O)C.Br>CCOCC>[NH2:1][C@H:2]([C:7]([NH:9][C@H:10]([C:15]([NH:17][C@H:18]([C:20]([NH:22][C@H:23]([C:29]([OH:31])=[O:30])[CH2:24][CH2:25][C:26](=[O:28])[NH2:27])=[O:21])[CH3:19])=[O:16])[CH2:11][CH:12]([CH3:13])[CH3:14])=[O:8])[CH2:3][CH:4]([CH3:6])[CH3:5]. Procedure: To 1.50 g of Z-Leu-Leu-Ala-Gln-OH was added 20 ml of acetic acid containing 25% of hydrogen bromide, then the mixture was stirred at a room temperature for 1 hour. To the reaction mixture was added dried ether, and solid material precipitated was collected by filtration to obtain H-Leu-Leu-Ala-Gln-OH. Product: ClC1=CC(=C(CO[C@H]2C[C@@H](O[C@@H]2CO)N2C(=O)NC(=O)C(=C2)F)C=C1)F (3'-O-(4-chloro-2-fluorobenzyl)-2'-deoxy-5-fluorouridine). The yield is 78.0%. Solvent: O1CCCC1 (tetrahydrofuran). RXN SMILES: C([O:20][CH2:21][C@H:22]1[O:26][C@@H:25]([N:27]2[CH:34]=[C:33]([F:35])[C:31](=[O:32])[NH:30][C:28]2=[O:29])[CH2:24][C@@H:23]1[OH:36])(C1C=CC=CC=1)(C1C=CC=CC=1)C1C=CC=CC=1.[H-].[Na+].[Cl:39][C:40]1[CH:47]=[CH:46][C:43]([CH2:44]Br)=[C:42]([F:48])[CH:41]=1.[Cl-].[NH4+]>O1CCCC1>[Cl:39][C:40]1[CH:47]=[CH:46][C:43]([CH2:44][O:36][C@@H:23]2[C@@H:22]([CH2:21][OH:20])[O:26][C@@H:25]([N:27]3[CH:34]=[C:33]([F:35])[C:31](=[O:32])[NH:30][C:28]3=[O:29])[CH2:24]2)=[C:42]([F:48])[CH:41]=1 |f:1.2,4.5|. Reaction conditions: time 1 hour. Reactants: [Cl-].[NH4+] (ammonium chloride), C(C1=CC=CC=C1)(C1=CC=CC=C1)(C1=CC=CC=C1)OC[C@@H]1[C@H](C[C@@H](O1)N1C(=O)NC(=O)C(=C1)F)O (2'-deoxy-5'-O-trityl-5-fluorouridine), ClC1=CC(=C(CBr)C=C1)F (4-chloro-2-fluorobenzyl bromide), [H-].[Na+] (sodium hydride). Reported procedure: The title compound was prepared according to the process disclosed in Japanese Unexamined Patent Publication No. 106593/1986. The process was carried out as follows. A 5.0 g quantity of 2'-deoxy-5'-O-trityl-5-fluorouridine was dissolved in 40 ml of tetrahydrofuran. To the solution was added 856 mg of 60% sodium hydride, followed by 1 hour of stirring at room temperature. After addition of 2.58 g of 4-chloro-2-fluorobenzyl bromide, the mixture was stirred at room temperature for 2 hours. The reac...